Dataset: the Open Reaction Database (ORD), a public repository of structured organic reaction records. Task: describe an organic reaction: reactants, conditions, products, and yield Starting materials: [OH-].[K+] (potassium hydroxide), CC1=NNC2=CC=CC(=C12)[N+](=O)[O-] (3-methyl-4-nitro-1H-indazole), BrCC1=CC=CC=C1 ((bromomethyl)benzene). Run in CC(=O)C (acetone). Conditions: time 15 minute. Yields the product C(C1=CC=CC=C1)N1N=C(C2=C(C=CC=C12)[N+](=O)[O-])C (1-benzyl-3-methyl-4-nitro-1H-indazole). Isolated yield 34.5%. Reaction SMILES: [CH3:1][C:2]1[C:10]2[C:5](=[CH:6][CH:7]=[CH:8][C:9]=2[N+:11]([O-:13])=[O:12])[NH:4][N:3]=1.[OH-].[K+].Br[CH2:17][C:18]1[CH:23]=[CH:22][CH:21]=[CH:20][CH:19]=1>CC(C)=O>[CH2:17]([N:4]1[C:5]2[C:10](=[C:9]([N+:11]([O-:13])=[O:12])[CH:8]=[CH:7][CH:6]=2)[C:2]([CH3:1])=[N:3]1)[C:18]1[CH:23]=[CH:22][CH:21]=[CH:20][CH:19]=1 |f:1.2|. Procedure details: To a solution of 3-methyl-4-nitro-1H-indazole (0.100 g, 0.564 mmol) in acetone (0.4M, 1.4 mL) cooled to 0° C. was added potassium hydroxide (0.0475 g, 0.847 mmol). After 15 minutes at 0° C., (bromomethyl)benzene (0.0737 ml, 0.621 mmol) was added. The mixture was allowed to stir at ambient temperature overnight and then concentrated. The residue was purified on silica gel (10-50% EtOAc in hexanes) to provide 1-benzyl-3-methyl-4-nitro-1H-indazole (0.052 g, 34% yield) as a yellow gum. RXN SMILES: [C:1]([CH3:2])(=[O:3])[c:4]1[cH:5][c:6]([B:10]([OH:11])[OH:12])[cH:7][cH:8][cH:9]1.[C:27](=[O:28])([O-:29])[O-:30].[CH3:33][CH2:34][OH:35].[CH3:36][O:37][CH2:38][CH2:39][O:40][CH3:41].[I:13][c:14]1[n:15][n:16]([CH:24]([CH3:25])[CH3:26])[c:17]2[n:18][cH:19][n:20][c:21]([NH2:23])[c:22]12.[Na+:31].[Na+:32].[cH:42]1[cH:43][cH:44][c:45]([P:46]([Pd:47]([P:48]([c:49]2[cH:50][cH:51][cH:52][cH:53][cH:54]2)([c:55]2[cH:56][cH:57][cH:58][cH:59][cH:60]2)[c:61]2[cH:62][cH:63][cH:64][cH:65][cH:66]2)([P:67]([c:68]2[cH:69][cH:70][cH:71][cH:72][cH:73]2)([c:74]2[cH:75][cH:76][cH:77][cH:78][cH:79]2)[c:80]2[cH:81][cH:82][cH:83][cH:84][cH:85]2)[P:86]([c:87]2[cH:88][cH:89][cH:90][cH:91][cH:92]2)([c:93]2[cH:94][cH:95][cH:96][cH:97][cH:98]2)[c:99]2[cH:100][cH:101][cH:102][cH:103][cH:104]2)([c:105]2[cH:106][cH:107][cH:108][cH:109][cH:110]2)[c:111]2[cH:112][cH:113][cH:114][cH:115][cH:116]2)[cH:117][cH:118]1>>[C:1]([CH3:2])(=[O:3])[c:4]1[cH:5][c:6](-[c:14]2[n:15][n:16]([CH:24]([CH3:25])[CH3:26])[c:17]3[n:18][cH:19][n:20][c:21]([NH2:23])[c:22]23)[cH:7][cH:8][cH:9]1. The product is CC(=O)c1cccc(-c2nn(C(C)C)c3ncnc(N)c23)c1. Starting materials: CC(=O)c1cccc(B(O)O)c1, O=C([O-])[O-], CCO, COCCOC, CC(C)n1nc(I)c2c(N)ncnc21, [Na+], [Na+], c1ccc(P(c2ccccc2)(c2ccccc2)[Pd](P(c2ccccc2)(c2ccccc2)c2ccccc2)(P(c2ccccc2)(c2ccccc2)c2ccccc2)P(c2ccccc2)(c2ccccc2)c2ccccc2)cc1. The reactants are C1CCOC1, CO, [Li+], COC(=O)c1ccc2c(c1)[nH]c(=O)c1ccsc12, [OH-], O. Product: O=C(O)c1ccc2c(c1)[nH]c(=O)c1ccsc12. As a reaction SMILES: [CH2:21]1[O:22][CH2:23][CH2:24][CH2:25]1.[CH3:19][OH:20].[Li+:27].[O:1]=[c:2]1[nH:3][c:4]2[cH:5][c:6]([C:15](=[O:16])[O:17][CH3:18])[cH:7][cH:8][c:9]2[c:10]2[c:11]1[cH:12][cH:13][s:14]2.[OH-:26].[OH2:28]>>[O:1]=[c:2]1[nH:3][c:4]2[cH:5][c:6]([C:15](=[O:16])[OH:17])[cH:7][cH:8][c:9]2[c:10]2[c:11]1[cH:12][cH:13][s:14]2. The reactants are [OH-].[Na+] (sodium hydroxide), NC1=NC(=NC=2N1N=C(N2)C=2OC=CC2)S(=O)(=O)C (7-amino-2-(2-furyl)-5-methylsulphonyl-[1,2,4]triazolo[1,5-a][1,3,5]triazine), Cl (hydrochloric acid). Solvent: COCCOC (1,2-dimethoxyethane). Conditions: time 2 hour. Yields the product NC1=NC(=NC=2N1N=C(N2)C=2OC=CC2)O (7-amino-2-(2-furyl)-5-hydroxy-1,2,4-triazolo[1,5-a][1,3,5]triazine). RXN SMILES: [NH2:1][C:2]1[N:7]2[N:8]=[C:9]([C:11]3[O:12][CH:13]=[CH:14][CH:15]=3)[N:10]=[C:6]2[N:5]=[C:4](S(C)(=O)=O)[N:3]=1.[OH-:20].[Na+].Cl>COCCOC>[NH2:1][C:2]1[N:7]2[N:8]=[C:9]([C:11]3[O:12][CH:13]=[CH:14][CH:15]=3)[N:10]=[C:6]2[N:5]=[C:4]([OH:20])[N:3]=1 |f:1.2|. Procedure details: A stirred suspension of 7-amino-2-(2-furyl)-5-methylsulphonyl-[1,2,4]triazolo[1,5-a][1,3,5]triazine (1.4 g) in 1,2-dimethoxyethane (25 ml) was treated with an aqueous solution of 1M sodium hydroxide (25 ml). After 3 hours at room temperature the reaction mixture was acidified with 1M hydrochloric acid (pH 2-3) and stirred for 2 hours. The precipitated yellow solid was collected by filtration and washed with water. Crystallisation from boiling distilled water gave 7-amino-2-(2-furyl)-5-hydroxy-1,... The reactants are C(CC)C(C(=O)OCC)C(=O)OCC (Diethyl prop-1-ylmalonate), [H-].[Na+] (sodium hydride), BrCC(=O)OCC (ethyl bromoacetate). Solvent: O (water), CN(C=O)C (dimethylformamide). Yields the product C(CC)C(C(=O)OCC)(CC(=O)OCC)C(=O)OCC (diethyl 2-prop-1-yl-2-ethoxycarbonylsuccinate). Isolated yield 97.2%. RXN SMILES: [CH2:1]([CH:4]([C:10]([O:12][CH2:13][CH3:14])=[O:11])[C:5]([O:7][CH2:8][CH3:9])=[O:6])[CH2:2][CH3:3].[H-].[Na+].Br[CH2:18][C:19]([O:21][CH2:22][CH3:23])=[O:20]>CN(C)C=O.O>[CH2:1]([C:4]([C:10]([O:12][CH2:13][CH3:14])=[O:11])([CH2:18][C:19]([O:21][CH2:22][CH3:23])=[O:20])[C:5]([O:7][CH2:8][CH3:9])=[O:6])[CH2:2][CH3:3] |f:1.2|. Procedure details: Diethyl prop-1-ylmalonate (70.23 g) was added dropwise to a stirred suspension of sodium hydride (8.35 g) in dimethylformamide (400 ml) under an atmosphere of nitrogen at 10° to 15° C. Following the addition, the mixture was allowed to stir at room temperature until effervescence ceased. The resulting clear solution was cooled again and ethyl bromoacetate (58.06 g) was added. The mixture was heated at 70° C. for 2 hours then allowed to cool, diluted with water, and extracted with ether. The extr... Starting materials: O=c1cc(N2CCOCC2)oc2c(Br)csc12, O=C([O-])[O-], C1CCNCC1, [Cs+], [Cs+], [Cu], CCOC(=O)C1CCCCC1=O. Product: O=c1cc(N2CCOCC2)oc2c(N3CCCCC3)csc12. Reaction SMILES: [Br:1][c:2]1[cH:3][s:4][c:5]2[c:6]1[o:7][c:8]([N:12]1[CH2:13][CH2:14][O:15][CH2:16][CH2:17]1)[cH:9][c:10]2=[O:11].[C:18](=[O:19])([O-:20])[O-:21].[CH2:36]1[CH2:37][CH2:38][NH:39][CH2:40][CH2:41]1.[Cs+:22].[Cs+:23].[Cu:42].[O:24]=[C:25]1[CH2:26][CH2:27][CH2:28][CH2:29][CH:30]1[C:31]([O:32][CH2:33][CH3:34])=[O:35]>>[c:2]1([N:39]2[CH2:38][CH2:37][CH2:36][CH2:41][CH2:40]2)[cH:3][s:4][c:5]2[c:6]1[o:7][c:8]([N:12]1[CH2:13][CH2:14][O:15][CH2:16][CH2:17]1)[cH:9][c:10]2=[O:11].